From a dataset of the Open Reaction Database (ORD), a public repository of structured organic reaction records. describe an organic reaction: reactants, conditions, products, and yield The reactants are [H-].[Na+] (sodium hydride), O1CCCC1 (tetrahydrofuran), O1CCCC1 (tetrahydrofuran), C(C1=CC=CC=C1)Br (benzyl bromide), O1CCCC1 (tetrahydrofuran), BrCCCCCCCCCCCCO (12-bromododecanol). The reagents and catalysts are [I-].C(CCC)[N+](CCCC)(CCCC)CCCC (tetrabutylammonium iodide). Run in O (water). Product: BrCCCCCCCCCCCCOCC1=CC=CC=C1 (1-bromo-12-benzyloxydodecane). Isolated yield 65.7%. RXN SMILES: [H-].[Na+].O1CCCC1.[CH2:8](Br)[C:9]1[CH:14]=[CH:13][CH:12]=[CH:11][CH:10]=1.[Br:16][CH2:17][CH2:18][CH2:19][CH2:20][CH2:21][CH2:22][CH2:23][CH2:24][CH2:25][CH2:26][CH2:27][CH2:28][OH:29]>[I-].C([N+](CCCC)(CCCC)CCCC)CCC.O>[Br:16][CH2:17][CH2:18][CH2:19][CH2:20][CH2:21][CH2:22][CH2:23][CH2:24][CH2:25][CH2:26][CH2:27][CH2:28][O:29][CH2:8][C:9]1[CH:14]=[CH:13][CH:12]=[CH:11][CH:10]=1 |f:0.1,5.6|. Reported procedure: First, 2.4 g of 60% sodium hydride and 100 ml of dry tetrahydrofuran were placed in a 300 ml flask whose content was replaced with argon. Then, 15 ml of a tetrahydrofuran solution containing 11.3 g of benzyl bromide, 15 ml of a tetrahydrofuran solution containing 15.9 g of 12-bromododecanol, and 0.1 g of tetrabutylammonium iodide were added to the reaction mixture. The resultant reaction mixture was stirred under reflux for 2.5 hours. The reaction mixture was poured into water, and an organic la... The reactants are C(C1=CC=CC=C1)OCC=1N(C(=C(N1)C(C)C)SC1=CC(=CC(=C1)Cl)Cl)CC=1C=NC(CC1)=O (2-benzyloxymethyl-5-(3,5-dichlorophenylthio)-1-(5,6-dihydro-6-oxopyridin-3-ylmethyl)-4-isopropyl-1H-imidazole). The solvent is C(C)O (ethanol), Cl (hydrochloric acid). Run at temperature 90 celsius, time 2 hour. The product is ClC=1C=C(C=C(C1)Cl)SC1=C(N=C(N1CC=1C=NC(CC1)=O)CO)C(C)C (5-(3,5-dichlorophenylthio)-2-hydroxymethyl-1-(5,6-dihydro-6-oxopyridin-3-ylmethyl)-4-isopropyl-1H-imidazole). The yield is 24.2%. RXN SMILES: C([O:8][CH2:9][C:10]1[N:11]([CH2:27][C:28]2[CH:29]=[N:30][C:31](=[O:34])[CH2:32][CH:33]=2)[C:12]([S:18][C:19]2[CH:24]=[C:23]([Cl:25])[CH:22]=[C:21]([Cl:26])[CH:20]=2)=[C:13]([CH:15]([CH3:17])[CH3:16])[N:14]=1)C1C=CC=CC=1>C(O)C.Cl>[Cl:25][C:23]1[CH:24]=[C:19]([S:18][C:12]2[N:11]([CH2:27][C:28]3[CH:29]=[N:30][C:31](=[O:34])[CH2:32][CH:33]=3)[C:10]([CH2:9][OH:8])=[N:14][C:13]=2[CH:15]([CH3:17])[CH3:16])[CH:20]=[C:21]([Cl:26])[CH:22]=1. Procedure details: In a mixture of 5 ml of ethanol and 10 ml of 36% hydrochloric acid was dissolved 50 mg of 2-benzyloxymethyl-5-(3,5-dichlorophenylthio)-1-(5,6-dihydro-6-oxopyridin-3-ylmethyl)-4-isopropyl-1H-imidazole, and the mixture was stirred at 90° C. for 2 hours. After completion of the reaction, the solvent was distilled off under reduced pressure. An aqueous sodium hydrogen carbonate solution was added, the mixture was extracted with ethyl acetate, the extract was dried over sodium sulfate, and the solven... Reactants: NC1=NC=C(C(=N1)N)CC=1C=C(C(=C(C1)C=CC(=O)N1NC(C2=CC=CC=C2C1)C(C(=O)O)(C)C)OC)OC (2-{3-[5-(2,4-diamino-pyrimidin-5-ylmethyl)-2,3-dimethoxy-phenyl -acryloyl}-1,2-dihydro-phthalazin-1-yl)-2-methyl-propionic acid), NC1=NC=C(C(=N1)N)CC=1C=C(C(=C(C1)C=CC(=O)N1NC(C2=CC=CC=C2C1)C(C(=O)[O-])(C)C)OC)OC (2-{3-[5-(2,4-diamino-pyrimidin-5-ylmethyl)-2,3-dimethoxy-phenyl -acryloyl}-1,2-dihydro-phthalazin-1-yl)-2-methyl-propionate). The reagents and catalysts are [OH-].[Na+] (sodium hydroxide). Solvent: CO (methanol). The product is NC1=NC=C(C(=N1)N)CC=1C=C(C(=C(C1)/C=C/C(=O)N1C(C2=CC=CC=C2C=N1)C(C(=O)O)(C)C)OC)OC ((E)-(RS)-2-(2-{3-[5-(2,4-diamino-pyrimidin-5-ylmethyl)-2,3-dimethoxy-phenyl]-acryloyl}-1,2-dihydro-phthalazin-1-yl)-2-methyl-propionic acid). RXN SMILES: [NH2:1][C:2]1[N:7]=[C:6]([NH2:8])[C:5]([CH2:9][C:10]2[CH:11]=[C:12]([O:38][CH3:39])[C:13]([O:36][CH3:37])=[C:14]([CH:16]=[CH:17][C:18]([N:20]3[CH2:29][C:28]4[C:23](=[CH:24][CH:25]=[CH:26][CH:27]=4)[CH:22](C(C)(C)C(O)=O)[NH:21]3)=[O:19])[CH:15]=2)=[CH:4][N:3]=1.NC1N=C(N)C(CC2C=C(OC)C(OC)=C(C=CC(N3CC4C(=CC=CC=4)[CH:61]([C:69](C)([CH3:73])[C:70]([O-:72])=[O:71])N3)=O)C=2)=CN=1>CO.[OH-].[Na+]>[NH2:1][C:2]1[N:7]=[C:6]([NH2:8])[C:5]([CH2:9][C:10]2[CH:11]=[C:12]([O:38][CH3:39])[C:13]([O:36][CH3:37])=[C:14](/[CH:16]=[CH:17]/[C:18]([N:20]3[N:21]=[CH:22][C:23]4[C:28](=[CH:27][CH:26]=[CH:25][CH:24]=4)[CH:29]3[C:69]([CH3:73])([CH3:61])[C:70]([OH:72])=[O:71])=[O:19])[CH:15]=2)=[CH:4][N:3]=1 |f:3.4|. Procedure details: Preparation of (E)-(RS)-2-(2-{3-[5-(2,4-diamino-pyrimidin-5-ylmethyl)-2,3-dimethoxy-phenyl -acryloyl}-1,2-dihydro-phthalazin-1-yl)-2-methyl-propionic acid ##STR14## To the solution of 50 mg of methyl (E)-(RS)-2-(2-{3-[5-(2,4-diamino-pyrimidin-5-ylmethyl)-2,3-dimethoxy-phenyl -acryloyl}-1,2-dihydro-phthalazin-1-yl)-2-methyl-propionate (Example 1.12) in 5 ml of methanol are added 3 drops of 2N sodium hydroxide solution and the mixture is held at reflux for 45 min. Subsequently, the mixture is conc... The reactants are BrC=1C=CC=C2C(=CC(=NC12)O)O (8-bromoquinoline-2,4-diol), [N+](=O)(O)[O-] (nitric acid), [N+](=O)(O)[O-] (nitric acid). Run at temperature 100 celsius. The product is BrC=1C=CC=C2C(=C(C(=NC12)O)[N+](=O)[O-])O (8-bromo-3-nitroquinoline-2,4-diol). Isolated yield 63.9%. As a reaction SMILES: [Br:1][C:2]1[CH:3]=[CH:4][CH:5]=[C:6]2[C:11]=1[N:10]=[C:9]([OH:12])[CH:8]=[C:7]2[OH:13].[N+:14]([O-])([OH:16])=[O:15]>>[Br:1][C:2]1[CH:3]=[CH:4][CH:5]=[C:6]2[C:11]=1[N:10]=[C:9]([OH:12])[C:8]([N+:14]([O-:16])=[O:15])=[C:7]2[OH:13]. Procedure: A modification of the method described in Part D of Example 10 was used to treat 8-bromoquinoline-2,4-diol (10.0 g, 41.6 mmol) with nitric acid (3.6 mL of 11.74 M, 54 mmol). The nitric acid was added at ambient temperature, and then the reaction was heated at 100° C. for one hour, at which time an exotherm occurred. The reaction was allowed to cool to ambient temperature; a precipitate formed and was isolated by filtration and washed with a small volume of water to provide 7.58 g of 8-bromo-3-ni... The reactants are [Si](C)(C)(C(C)(C)C)OCCCO (3-[(tert-butyldimethylsilyl)oxy]-1-propanol), C(C)(=O)O (acetic acid), sodium cyanoborohydride THF, C([O-])(O)=O.[Na+] (sodium bicarbonate), NC1=CC=C2C=C(NC(C2=C1)=O)C1=C(C=CC=C1)C(F)(F)F (7-amino-3-(2-trifluoromethylphenyl)-2H-isoquinolin-1-one). Run in CO (methanol). Reaction conditions: time 1 hour. Product: [Si](C)(C)(C(C)(C)C)OCCCNC1=CC=C2C=C(NC(C2=C1)=O)C1=C(C=CC=C1)C(F)(F)F (7-[3-(tert-butyldimethylsilyloxy)propylamino]-3-(2-trifluoromethylphenyl)-2H-isoquinolin-1-one). Isolated yield 80.0%. As a reaction SMILES: [NH2:1][C:2]1[CH:11]=[C:10]2[C:5]([CH:6]=[C:7]([C:13]3[CH:18]=[CH:17][CH:16]=[CH:15][C:14]=3[C:19]([F:22])([F:21])[F:20])[NH:8][C:9]2=[O:12])=[CH:4][CH:3]=1.[Si:23]([O:30][CH2:31][CH2:32][CH2:33]O)([C:26]([CH3:29])([CH3:28])[CH3:27])([CH3:25])[CH3:24].C(O)(=O)C.C(=O)(O)[O-].[Na+]>CO>[Si:23]([O:30][CH2:31][CH2:32][CH2:33][NH:1][C:2]1[CH:11]=[C:10]2[C:5]([CH:6]=[C:7]([C:13]3[CH:18]=[CH:17][CH:16]=[CH:15][C:14]=3[C:19]([F:22])([F:20])[F:21])[NH:8][C:9]2=[O:12])=[CH:4][CH:3]=1)([C:26]([CH3:27])([CH3:28])[CH3:29])([CH3:25])[CH3:24] |f:3.4|. Procedure: The 7-amino-3-(2-trifluoromethylphenyl)-2H-isoquinolin-1-one (300 mg, 0.986 mmol) obtained in step C of Example 1-1 was dissolved in methanol (10 ml). Thereafter, 3-[(tert-butyldimethylsilyl)oxy]-1-propanol (186 mg, 0.986 mmol), acetic acid (0.339 ml), and a 1 M sodium cyanoborohydride THF solution (2.96 ml, 2.96 mmol) were added at 0° C. to the obtained solution, and the obtained mixture was stirred at a room temperature for 1 hour. Thereafter, a saturated sodium bicarbonate solution was added ... Starting materials: BrC=1C=C(C(=NC1)CCCCN)C (5-Bromo-2-(4-aminobutyl)-3-methylpyridine), C1OC=2C=C(CC=3C(NC(=NC3)SC)=O)C=CC2O1 (5-(3,4-methylenedioxybenzyl)-2-methylthio-4-pyrimidone). Run in N1=CC=CC=C1 (pyridine). Yields the product BrC=1C=C(C(=NC1)CCCCNC1=NC=C(C(N1)=O)CC1=CC2=C(C=C1)OCO2)C (2-[4-(5-bromo-3-methylpyrid-2-yl)butylamino]-5-(3,4-methylenedioxybenzyl)-4-pyrimidone). Yield: 77.7%. Reaction SMILES: [Br:1][C:2]1[CH:3]=[C:4]([CH3:13])[C:5]([CH2:8][CH2:9][CH2:10][CH2:11][NH2:12])=[N:6][CH:7]=1.[CH2:14]1[O:32][C:31]2[CH:30]=[CH:29][C:18]([CH2:19][C:20]3[C:21](=[O:28])[NH:22][C:23](SC)=[N:24][CH:25]=3)=[CH:17][C:16]=2[O:15]1>N1C=CC=CC=1>[Br:1][C:2]1[CH:3]=[C:4]([CH3:13])[C:5]([CH2:8][CH2:9][CH2:10][CH2:11][NH:12][C:23]2[NH:22][C:21](=[O:28])[C:20]([CH2:19][C:18]3[CH:29]=[CH:30][C:31]4[O:32][CH2:14][O:15][C:16]=4[CH:17]=3)=[CH:25][N:24]=2)=[N:6][CH:7]=1. Procedure details: 5-Bromo-2-(4-aminobutyl)-3-methylpyridine, (0.88 g) and 5-(3,4-methylenedioxybenzyl)-2-methylthio-4-pyrimidone (0.83 g) were refluxed in pyridine (3 ml) for 24 hours. The pyridine was removed in vacuo and the resulting brown oil triturated with ethanol giving a cream solid which was recrystallised from dimethylformamide/ethanol giving 2-[4-(5-bromo-3-methylpyrid-2-yl)butylamino]-5-(3,4-methylenedioxybenzyl)-4-pyrimidone (1.1 g) as a colourless solid m.p. 145°-6° C.